describe an organic reaction: reactants, conditions, products, and yield From a dataset of the Open Reaction Database (ORD), a public repository of structured organic reaction records. Starting materials: acid chloride, C(C1=CC=CC=C1)OC(=O)NC=1SC=C(C1C(=O)OC(C)(C)C)C1=CC(=NN1C)C(F)(F)F (tert-butyl 2-(benzyloxycarbonylamino)-4-(1-methyl-3-(trifluoromethyl)-1H-pyrazol-5-yl)thiophene-3-carboxylate), CCN(C(C)C)C(C)C (Hünig's base). The reagents and catalysts are CN(C)C=1C=CN=CC1 (DMAP). The solvent is ClCCl (dichloromethane). Conditions: temperature 30 celsius, time 10 minute. Product: O1C(=CC2=C1C=CC=C2)C(=O)NC=2SC=C(C2C(=O)OC(C)(C)C)C2=CC(=NN2C)C(F)(F)F (tert-butyl 2-(benzofuran-2-carboxamido)-4-(1-methyl-3-(trifluoromethyl)-1H-pyrazol-5-yl)thiophene-3-carboxylate). Yield: 288.9%. As a reaction SMILES: C(O[C:9]([NH:11][C:12]1[S:13][CH:14]=[C:15]([C:24]2[N:28]([CH3:29])[N:27]=[C:26]([C:30]([F:33])([F:32])[F:31])[CH:25]=2)[C:16]=1[C:17]([O:19][C:20]([CH3:23])([CH3:22])[CH3:21])=[O:18])=[O:10])C1C=CC=CC=1.CCN([CH:40]([CH3:42])[CH3:41])C(C)C>CN(C1C=CN=CC=1)C.ClCCl>[O:19]1[C:17]2[CH:16]=[CH:12][CH:42]=[CH:40][C:41]=2[CH:21]=[C:20]1[C:9]([NH:11][C:12]1[S:13][CH:14]=[C:15]([C:24]2[N:28]([CH3:29])[N:27]=[C:26]([C:30]([F:33])([F:31])[F:32])[CH:25]=2)[C:16]=1[C:17]([O:19][C:20]([CH3:23])([CH3:22])[CH3:21])=[O:18])=[O:10]. Reported procedure: Under an atmosphere of argon, acid chloride 12 (10.8 mg, 60 μmol) was added in portions to a stirred solution of 11 (24 mg, 50 μmol), Hünig's base (26 μL, 19 mg, 15 μmol), and DMAP (0.6 mg, 5.0 μmol) in dichloromethane (250 μL) at room temperature. The reaction was stirred for 10 minutes then heated to 30° C. for 20 minutes. The mixture was concentrated under reduced pressure. Flash chromatography (ISCO system, silica, 0-50% ethyl acetate in hexane) provided 13 (21.3 mg, 87%) as a solid: LRESIMS... Reactants: NC[C@H]1N(CCC[C@H]1C)C(=O)C1=C(C=CC(=C1)C)N1N=C(C=C1)C (((2S,3R)-2-(aminomethyl)-3-methylpiperidin-1-yl)(5-methyl-2-(3-methyl-1H-pyrazol-1-yl)phenyl)methanone), ClC1=NC=C(C#N)C=C1 (6-chloronicotinonitrile). The product is C[C@H]1[C@H](N(CCC1)C(C1=C(C=CC(=C1)C)N1N=C(C=C1)C)=O)CNC1=NC=C(C#N)C=C1 (6-((((2S,3R)-3-Methyl-1-(5-methyl-2-(3-methyl-1H-pyrazol-1-yl)benzoyl)piperidin-2-yl)methyl)amino)nicotinonitrile). RXN SMILES: [NH2:1][CH2:2][C@@H:3]1[C@H:8]([CH3:9])[CH2:7][CH2:6][CH2:5][N:4]1[C:10]([C:12]1[CH:17]=[C:16]([CH3:18])[CH:15]=[CH:14][C:13]=1[N:19]1[CH:23]=[CH:22][C:21]([CH3:24])=[N:20]1)=[O:11].Cl[C:26]1[CH:33]=[CH:32][C:29]([C:30]#[N:31])=[CH:28][N:27]=1>>[CH3:9][C@@H:8]1[CH2:7][CH2:6][CH2:5][N:4]([C:10](=[O:11])[C:12]2[CH:17]=[C:16]([CH3:18])[CH:15]=[CH:14][C:13]=2[N:19]2[CH:23]=[CH:22][C:21]([CH3:24])=[N:20]2)[C@@H:3]1[CH2:2][NH:1][C:26]1[CH:33]=[CH:32][C:29]([C:30]#[N:31])=[CH:28][N:27]=1. Procedure details: The title compound was prepared following the same general protocol as described for Example A1 using ((2S,3R)-2-(aminomethyl)-3-methylpiperidin-1-yl)(5-methyl-2-(3-methyl-1H-pyrazol-1-yl)phenyl)methanone and 6-chloronicotinonitrile. ESI-MS (m/z): 429 [M+1]+.